This data is from the Open Reaction Database (ORD), a public repository of structured organic reaction records. The task is: describe an organic reaction: reactants, conditions, products, and yield The reactants are OCC1CN(CCC1CO)C(=O)OC(C)(C)C (Tert-butyl 3,4-bis(hydroxymethyl)piperidine-1-carboxylate), Cl (hydrochloric acid). Reaction conditions: temperature 95 celsius. Product: C1OCC2CNCCC21 (octahydrofuro[3,4-c]pyridine). Isolated yield 59.0%. As a reaction SMILES: O[CH2:2][CH:3]1[CH:8]([CH2:9][OH:10])[CH2:7][CH2:6][N:5](C(OC(C)(C)C)=O)[CH2:4]1.Cl>>[CH2:9]1[CH:8]2[CH:3]([CH2:4][NH:5][CH2:6][CH2:7]2)[CH2:2][O:10]1. Procedure details: Tert-butyl 3,4-bis(hydroxymethyl)piperidine-1-carboxylate (1.00 g, 4 mmol) and concentrated hydrochloric acid (8 mL) were added to a sealed tube (50 mL). The reaction mixture was heated at 95° C. overnight, cooled to room temperature and concentrated in vacuo. The pH was adjusted to 8 by adding aqueous solution of NaOH. The mixture was extracted with CH2Cl2 (30 mL×2). The organic phase was washed with water (30 mL), dried over anhydrous Na2SO4 and concentrated in vacuo to afford the crude produc... Reactants: C(#N)C1=CC=C(C=O)C=C1 (4-cyanobenzaldehyde), [F-].[Cs+] (caesium fluoride), C[Si](C1=CN=CS1)(C)C (5-trimethylsilylthiazole). Solvent: C1CCOC1 (THF). Yields the product C(#N)C1=CC=C(C(=O)C2=CC=C(C=C2)C#N)C=C1 (4,4'-Dicyanobenzophenone). As a reaction SMILES: [C:1]([C:3]1[CH:10]=[CH:9][C:6]([CH:7]=[O:8])=[CH:5][CH:4]=1)#[N:2].[F-].[Cs+].C[Si](C)(C)[C:15]1SC=[N:17][CH:16]=1>C1COCC1>[C:1]([C:3]1[CH:10]=[CH:9][C:6]([C:7]([C:3]2[CH:10]=[CH:9][C:15]([C:16]#[N:17])=[CH:5][CH:4]=2)=[O:8])=[CH:5][CH:4]=1)#[N:2] |f:1.2|. Reported procedure: 15.7 g of 4-cyanobenzaldehyde and 9.1 g of caesium fluoride are added to a solution of 9.4 g of 5-trimethylsilylthiazole in 0.56 l of THF, and the mixture is heated under reflux for 16 hours. The solid material is filtered off and the solvent is concentrated. Column chromatography (SiO2, hexane/ethyl acetate 1:2) yields first (a) 5-(4-cyanobenzoyl)-thiazole [Rf hexane/ethyl acetate 1:2)=0.65], m.p. (after crystallisation from ethyl acetate) 181°-182°; 1H-NMR (CDCl3): δ (ppm)=8.88 and 8 (m,4H), 8...